Dataset: the Open Reaction Database (ORD), a public repository of structured organic reaction records. Task: describe an organic reaction: reactants, conditions, products, and yield Starting materials: CCOC(=O)C(=O)OCC, CC(=O)c1cc(Br)c(OCc2ccccc2)cc1OCc1ccccc1, CCO, Cl, [Na]. The product is CCOC(=O)C(=O)CC(=O)c1cc(Br)c(OCc2ccccc2)cc1OCc1ccccc1. RXN SMILES: [C:28]([C:29](=[O:30])[O:31][CH2:32][CH3:33])(=[O:34])[O:35][CH2:36][CH3:37].[CH2:2]([c:3]1[cH:4][cH:5][cH:6][cH:7][cH:8]1)[O:9][c:10]1[c:11]([C:25]([CH3:26])=[O:27])[cH:12][c:13]([Br:24])[c:14]([O:16][CH2:17][c:18]2[cH:19][cH:20][cH:21][cH:22][cH:23]2)[cH:15]1.[CH3:39][CH2:40][OH:41].[ClH:38].[Na:1]>>[CH2:2]([c:3]1[cH:4][cH:5][cH:6][cH:7][cH:8]1)[O:9][c:10]1[c:11]([C:25]([CH2:26][C:28]([C:29](=[O:30])[O:31][CH2:32][CH3:33])=[O:34])=[O:27])[cH:12][c:13]([Br:24])[c:14]([O:16][CH2:17][c:18]2[cH:19][cH:20][cH:21][cH:22][cH:23]2)[cH:15]1.